Dataset: the Open Reaction Database (ORD), a public repository of structured organic reaction records. Task: describe an organic reaction: reactants, conditions, products, and yield The solvent is C1=CC=CC=C1 (benzene). Product: N1CCCCC1 (piperidine), [N+](=O)([O-])C1=C(C=C(C(=O)OCCOC2=CC=CC=C2)C(=O)C)C=CC=C1 (2-phenoxyethyl 2-(2-nitrobenzylidene)acetoacetate). Procedure: Starting from a mixture of 2-nitrobenzaldehyde (3.02 g), 2-phenoxyethyl acetoacetate (4.44 g), piperidine (272.5 mg) in benzene (10.8 ml) was obtained an oil (8.0 g) of 2-phenoxyethyl 2-(2-nitrobenzylidene)acetoacetate. Thus obtained oil was treated with ethyl 3-amino-4,4-diethoxycrotonate (4.34 g) to give an oil of 2-phenoxyethyl 2-methyl-4-(2-nitrophenyl)-5-ethoxycarbonyl-6-diethoxymethyl-1,4-dihydropyridine-3-carboxylate. Reaction SMILES: [N+:1]([C:4]1[CH:11]=[CH:10][CH:9]=[CH:8][C:5]=1[CH:6]=O)([O-:3])=[O:2].[C:12]([O:18][CH2:19][CH2:20][O:21][C:22]1[CH:27]=[CH:26][CH:25]=[CH:24][CH:23]=1)(=[O:17])[CH2:13][C:14]([CH3:16])=[O:15]>C1C=CC=CC=1>[NH:1]1[CH2:4][CH2:5][CH2:8][CH2:9][CH2:10]1.[N+:1]([C:4]1[CH:11]=[CH:10][CH:9]=[CH:8][C:5]=1[CH:6]=[C:13]([C:14]([CH3:16])=[O:15])[C:12]([O:18][CH2:19][CH2:20][O:21][C:22]1[CH:27]=[CH:26][CH:25]=[CH:24][CH:23]=1)=[O:17])([O-:3])=[O:2]. Reactants: [N+](=O)([O-])C1=C(C=O)C=CC=C1 (2-nitrobenzaldehyde), C(CC(=O)C)(=O)OCCOC1=CC=CC=C1 (2-phenoxyethyl acetoacetate). Reported procedure: To 1 ml of ethanol were added 0.12 g of triethylamine, 0.2 g of 3-(4-trifluoromethylpyridin-2-yl)-1,2,4-oxadiazol-5-one, and 0.05 g of acrolein, the mixture was stirred at room temperature for 18 hours, and concentrated, and the residue was subjected to silica gel column chromatography to obtain 0.16 g of 3-[3-(4-trifluoromethylpyridin-2-yl)-1,2,4-oxadiazol-5-on-4-yl]propionaldehyde (present compound (22)). As a reaction SMILES: C(O)C.[F:4][C:5]([F:19])([F:18])[C:6]1[CH:11]=[CH:10][N:9]=[C:8]([C:12]2[NH:13][O:14][C:15](=[O:17])[N:16]=2)[CH:7]=1.[CH:20]([CH:22]=[CH2:23])=[O:21]>C(N(CC)CC)C>[F:19][C:5]([F:4])([F:18])[C:6]1[CH:11]=[CH:10][N:9]=[C:8]([C:12]2[N:16]([CH2:23][CH2:22][CH:20]=[O:21])[C:15](=[O:17])[O:14][N:13]=2)[CH:7]=1. Run at time 18 hour. Reactants: C(C)O (ethanol), FC(C1=CC(=NC=C1)C=1NOC(N1)=O)(F)F (3-(4-trifluoromethylpyridin-2-yl)-1,2,4-oxadiazol-5-one), C(=O)C=C (acrolein). Product: FC(C1=CC(=NC=C1)C1=NOC(N1CCC=O)=O)(F)F (3-[3-(4-trifluoromethylpyridin-2-yl)-1,2,4-oxadiazol-5-on-4-yl]propionaldehyde). Yield: 64.4%. Run in C(C)N(CC)CC (triethylamine).